This data is from the Open Reaction Database (ORD), a public repository of structured organic reaction records. The task is: describe an organic reaction: reactants, conditions, products, and yield The reactants are E1, ClC=1C=C2N(C(N1)=O)CCN2C(C)C (7-chloro-1-isopropyl-2,3-dihydroimidazo[1,2-c]pyrimidin-5(1H)-one), [H-].[Na+] (sodium hydride), FC=1C=C(OC2=C(C#N)C=C(C=C2)CO)C=CC1F (2-(3,4-difluorophenoxy)-5-(hydroxymethyl)benzonitrile). Run in C1CCOC1 (THF), CN(C)C=O (DMF). Product: FC=1C=C(OC2=C(C#N)C=C(C=C2)COC=2C=C3N(C(N2)=O)CCN3C(C)C)C=CC1F (2-(3,4-difluorophenoxy)-5-(((1-isopropyl-5-oxo-1,2,3,5-tetrahydroimidazo[1,2-c]pyrimidin-7-yl)oxy)methyl)benzonitrile). Reaction SMILES: [H-].[Na+].[F:3][C:4]1[CH:5]=[C:6]([CH:18]=[CH:19][C:20]=1[F:21])[O:7][C:8]1[CH:15]=[CH:14][C:13]([CH2:16][OH:17])=[CH:12][C:9]=1[C:10]#[N:11].Cl[C:23]1[CH:24]=[C:25]2[N:32]([CH:33]([CH3:35])[CH3:34])[CH2:31][CH2:30][N:26]2[C:27](=[O:29])[N:28]=1>C1COCC1.CN(C=O)C>[F:3][C:4]1[CH:5]=[C:6]([CH:18]=[CH:19][C:20]=1[F:21])[O:7][C:8]1[CH:15]=[CH:14][C:13]([CH2:16][O:17][C:23]2[CH:24]=[C:25]3[N:32]([CH:33]([CH3:35])[CH3:34])[CH2:31][CH2:30][N:26]3[C:27](=[O:29])[N:28]=2)=[CH:12][C:9]=1[C:10]#[N:11] |f:0.1|. Procedure: Prepared in a manner similar to that described for E1 using sodium hydride (16.85 mg, 0.702 mmol) in THF (4 mL), 2-(3,4-difluorophenoxy)-5-(hydroxymethyl)benzonitrile (100 mg, 0.468 mmol) in DMF (2.00 mL) and 7-chloro-1-isopropyl-2,3-dihydroimidazo[1,2-c]pyrimidin-5(1H)-one. Starting materials: NC1=C(C(=NC2=CC=CC(=C12)OCC(C(=O)O)(C)C)C)C(=O)OCC (3-((4-amino-3-(ethoxycarbonyl)-2-methylquinolin-5-yl)oxy)-2,2-dimethylpropanoic acid), C1(CCC1)N (cyclobutanamine). The product is NC1=C(C(=NC2=CC=CC(=C12)OCC(C(=O)NC1CCC1)(C)C)C)C(=O)OCC (ethyl 4-amino-5-(3-(cyclobutylamino)-2,2-dimethyl-3-oxopropoxy)-2-methylquinoline-3-carboxylate). RXN SMILES: [NH2:1][C:2]1[C:11]2[C:6](=[CH:7][CH:8]=[CH:9][C:10]=2[O:12][CH2:13][C:14]([CH3:19])([CH3:18])[C:15]([OH:17])=O)[N:5]=[C:4]([CH3:20])[C:3]=1[C:21]([O:23][CH2:24][CH3:25])=[O:22].[CH:26]1([NH2:30])[CH2:29][CH2:28][CH2:27]1>>[NH2:1][C:2]1[C:11]2[C:6](=[CH:7][CH:8]=[CH:9][C:10]=2[O:12][CH2:13][C:14]([CH3:18])([CH3:19])[C:15]([NH:30][CH:26]2[CH2:29][CH2:28][CH2:27]2)=[O:17])[N:5]=[C:4]([CH3:20])[C:3]=1[C:21]([O:23][CH2:24][CH3:25])=[O:22]. Procedure details: Prepared as in Example 24a from 3-((4-amino-3-(ethoxycarbonyl)-2-methylquinolin-5-yl)oxy)-2,2-dimethylpropanoic acid (Example 47b) and cyclobutanamine as an off-white solid (71%). MS 400 (MH+).